Dataset: the Open Reaction Database (ORD), a public repository of structured organic reaction records. Task: describe an organic reaction: reactants, conditions, products, and yield Starting materials: CC(C)Br, CC(=O)C1=CNCCC1, CN(C)C=O, [H-], [Na+], O. Product: CC(=O)C1=CN(C(C)C)CCC1. RXN SMILES: [Br:17][CH:18]([CH3:19])[CH3:20].[C:1]([CH3:2])(=[O:3])[C:4]1=[CH:5][NH:6][CH2:7][CH2:8][CH2:9]1.[CH3:12][N:13]([CH3:14])[CH:15]=[O:16].[H-:10].[Na+:11].[OH2:21]>>[C:1]([CH3:2])(=[O:3])[C:4]1=[CH:5][N:6]([CH:18]([CH3:19])[CH3:20])[CH2:7][CH2:8][CH2:9]1. Starting materials: CC(=O)O[BH-](OC(C)=O)OC(C)=O, CCO, NC1CCN(c2ccc(Cl)cc2)C1=O, [Na+], Cc1nc2cc(OCC(O)CN3CCC(=O)CC3)ccc2s1. Product: Cc1nc2cc(OCC(O)CN3CCC(NC4CCN(c5ccc(Cl)cc5)C4=O)CC3)ccc2s1. RXN SMILES: [C:37]([O:38][BH-:39]([O:40][C:41](=[O:42])[CH3:43])[O:44][C:45](=[O:46])[CH3:47])(=[O:48])[CH3:49].[CH3:51][CH2:52][OH:53].[NH2:1][CH:2]1[C:3](=[O:14])[N:4]([c:7]2[cH:8][cH:9][c:10]([Cl:13])[cH:11][cH:12]2)[CH2:5][CH2:6]1.[Na+:50].[OH:15][CH:16]([CH2:17][N:18]1[CH2:19][CH2:20][C:21](=[O:24])[CH2:22][CH2:23]1)[CH2:25][O:26][c:27]1[cH:28][cH:29][c:30]2[c:31]([n:32][c:33]([CH3:35])[s:34]2)[cH:36]1>>[NH:1]([CH:2]1[C:3](=[O:14])[N:4]([c:7]2[cH:8][cH:9][c:10]([Cl:13])[cH:11][cH:12]2)[CH2:5][CH2:6]1)[CH:21]1[CH2:20][CH2:19][N:18]([CH2:17][CH:16]([OH:15])[CH2:25][O:26][c:27]2[cH:28][cH:29][c:30]3[c:31]([n:32][c:33]([CH3:35])[s:34]3)[cH:36]2)[CH2:23][CH2:22]1. The yield is 56.4%. Reaction SMILES: [CH2:1]([C:3]1[C:4](=[O:20])[NH:5][C:6](=[O:19])[NH:7][C:8]=1[C:9](=[O:18])[C:10]1[CH:15]=[C:14]([CH3:16])[CH:13]=[C:12]([CH3:17])[CH:11]=1)[CH3:2].C1(C)C(S(O[CH2:31][CH:32]2[CH2:36][CH2:35][CH2:34][CH2:33]2)(=O)=O)=CC=CC=1>>[CH:32]1([CH2:31][N:7]2[C:8]([C:9](=[O:18])[C:10]3[CH:11]=[C:12]([CH3:17])[CH:13]=[C:14]([CH3:16])[CH:15]=3)=[C:3]([CH2:1][CH3:2])[C:4](=[O:20])[NH:5][C:6]2=[O:19])[CH2:36][CH2:35][CH2:34][CH2:33]1. Procedure details: 5-Ethyl-6-(3,5-dimethylbenzoyl)-2,4-pyrimidinedione and (cyclopentyl)-methyl toluenesulfonate were reacted by the same method with example 20 to obtain the titled compound. (80 mg) Product: C1(CCCC1)CN1C(NC(C(=C1C(C1=CC(=CC(=C1)C)C)=O)CC)=O)=O (1-(Cyclopentyl)methyl-5-ethyl-6-(3,5-dimethylbenzoyl)-2,4-pyrimidinedione). Starting materials: C(C)C=1C(NC(NC1C(C1=CC(=CC(=C1)C)C)=O)=O)=O (5-Ethyl-6-(3,5-dimethylbenzoyl)-2,4-pyrimidinedione), C=1(C(=CC=CC1)S(=O)(=O)OCC1CCCC1)C ((cyclopentyl)-methyl toluenesulfonate). Starting materials: solution, 4-M, Cl (hydrochloric acid), O1CCOCC1 (dioxane), NC=1C=C(C=CC1OC)/C=C(/C#N)\C1=CC(=C(C(=C1)OC)OC)OC.C(=O)(OC(C)(C)C)N[C@@H](CCCN)C(=O)N ((E)-3-(3Amino-4-methoxyphenyl)-2-(3,4,5-trimethoxyphenyl)-prop-2-enenitrile Boc-L-ornithineamide), C(C)OCC (diethyl ether). The solvent is ClCCl (dichloromethane). Yields the product NC=1C=C(C=CC1OC)/C=C(/C#N)\C1=CC(=C(C(=C1)OC)OC)OC.Cl.N[C@@H](CCCN)C(=O)N ((E)-3-(3-Amino-4-methoxyphenyl)-2-(3,4,5-trimethoxyphenyl)-prop-2-enenitrile L-ornithineamide Hydrochloride). Isolated yield 48.0%. RXN SMILES: [NH2:1][C:2]1[CH:3]=[C:4](/[CH:10]=[C:11](\[C:14]2[CH:19]=[C:18]([O:20][CH3:21])[C:17]([O:22][CH3:23])=[C:16]([O:24][CH3:25])[CH:15]=2)/[C:12]#[N:13])[CH:5]=[CH:6][C:7]=1[O:8][CH3:9].C([NH:33][C@H:34]([C:39]([NH2:41])=[O:40])[CH2:35][CH2:36][CH2:37][NH2:38])(OC(C)(C)C)=O.[ClH:42].O1CCOCC1.C(OCC)C>ClCCl>[NH2:1][C:2]1[CH:3]=[C:4](/[CH:10]=[C:11](\[C:14]2[CH:15]=[C:16]([O:24][CH3:25])[C:17]([O:22][CH3:23])=[C:18]([O:20][CH3:21])[CH:19]=2)/[C:12]#[N:13])[CH:5]=[CH:6][C:7]=1[O:8][CH3:9].[ClH:42].[NH2:33][C@H:34]([C:39]([NH2:41])=[O:40])[CH2:35][CH2:36][CH2:37][NH2:38] |f:0.1,6.7.8|. Reported procedure: (E)-3-(3Amino-4-methoxyphenyl)-2-(3,4,5-trimethoxyphenyl)-prop-2-enenitrile-Boc-L-ornithineamide (730 mg, 1.11 mmols) was dissolved in 5 ml of dichloromethane, and 5 ml of a solution of 4-M hydrochloric acid and dioxane were added thereto. The mixture was reacted at room temperature for 1 hour. One-hundred milliliters of diethyl ether were added thereto, and the resulting mixture was filtered. The thus-obtained powder was recrystallized from a mixture of methanol and ethyl acetate at a ratio by ...